This data is from the Open Reaction Database (ORD), a public repository of structured organic reaction records. The task is: describe an organic reaction: reactants, conditions, products, and yield The reactants are C=CCOc1ccc(CC(=O)NCC(=O)OC)cc1Cl, CC(C)=O, Cl, [Na+], [OH-]. Yields the product C=CCOc1ccc(CC(=O)NCC(=O)O)cc1Cl. RXN SMILES: [CH3:1][O:2][C:3]([CH2:4][NH:5][C:6]([CH2:7][c:8]1[cH:9][c:10]([Cl:18])[c:11]([O:14][CH2:15][CH:16]=[CH2:17])[cH:12][cH:13]1)=[O:19])=[O:20].[CH3:24][C:25](=[O:26])[CH3:27].[ClH:23].[Na+:22].[OH-:21]>>[O:2]=[C:3]([CH2:4][NH:5][C:6]([CH2:7][c:8]1[cH:9][c:10]([Cl:18])[c:11]([O:14][CH2:15][CH:16]=[CH2:17])[cH:12][cH:13]1)=[O:19])[OH:20]. Yields the product Br.N1(CCCCC1)CCCN1C(C2=CC=CC=C2C(=C1)C1=CC=CC=C1)=O (2-(3-piperidinopropyl)-4-phenyl-1(2H)-isoquinolone hydrobromide). Solvent: CC(=O)C (acetone). RXN SMILES: [N:1]1([CH2:7][CH2:8][CH2:9][N:10]2[CH:19]=[C:18]([C:20]3[CH:25]=[CH:24][CH:23]=[CH:22][CH:21]=3)[C:17]3[C:12](=[CH:13][CH:14]=[CH:15][CH:16]=3)[C:11]2=[O:26])[CH2:6][CH2:5][CH2:4][CH2:3][CH2:2]1.[BrH:27]>CC(C)=O>[BrH:27].[N:1]1([CH2:7][CH2:8][CH2:9][N:10]2[CH:19]=[C:18]([C:20]3[CH:21]=[CH:22][CH:23]=[CH:24][CH:25]=3)[C:17]3[C:12](=[CH:13][CH:14]=[CH:15][CH:16]=3)[C:11]2=[O:26])[CH2:6][CH2:5][CH2:4][CH2:3][CH2:2]1 |f:3.4|. Starting materials: aqueous solution, Br (hydrobromic acid), N1(CCCCC1)CCCN1C(C2=CC=CC=C2C(=C1)C1=CC=CC=C1)=O (2-(3-piperidinopropyl)-4-phenyl-1(2H)-isoquinolone). Reported procedure: 10.4 g of 2-(3-piperidinopropyl)-4-phenyl-1(2H)-isoquinolone was dissolved in 50 ml of acetone and 10 ml of a 47% aqueous solution of hydrobromic acid was added thereto and the mixture was warmed. After cooling, the precipitated crystals were filtered and recrystallized from a mixture of methanol and petroleum ether to obtain 11.6 g of 2-(3-piperidinopropyl)-4-phenyl-1(2H)-isoquinolone hydrobromide having a melting point of 300° C. as colorless needles. Starting materials: FC(C(=O)O)(F)F (trifluoroacetic acid), C(#N)C1=C(N(C=2N([C@@H]1C1=CC=C(C=C1)C#N)N=C(N2)NCC(=O)OC(C)(C)C)C2=CC(=CC=C2)C(F)(F)F)C (tert-butyl N-{(7R)-6-cyano-7-(4-cyanophenyl)-5-methyl-4-[3-(trifluoromethyl)phenyl]-4,7-dihydro[1,2,4]triazolo[1,5-a]pyrimidin-2-yl}glycinate), FC(C(=O)O)(F)F (trifluoroacetic acid). Run in ClCCl (dichloromethane). Run at time 45 minute. Yields the product C(#N)C1=C(N(C=2N([C@@H]1C1=CC=C(C=C1)C#N)N=C(N2)NCC(=O)O)C2=CC(=CC=C2)C(F)(F)F)C (N-{(7R)-6-Cyano-7-(4-cyanophenyl)-5-methyl-4-[3-(trifluoromethyl)phenyl]-4,7-dihydro[1,2,4]-triazolo[1,5-a]pyrimidin-2-yl}glycine). RXN SMILES: [C:1]([C:3]1[C@@H:8]([C:9]2[CH:14]=[CH:13][C:12]([C:15]#[N:16])=[CH:11][CH:10]=2)[N:7]2[N:17]=[C:18]([NH:20][CH2:21][C:22]([O:24]C(C)(C)C)=[O:23])[N:19]=[C:6]2[N:5]([C:29]2[CH:34]=[CH:33][CH:32]=[C:31]([C:35]([F:38])([F:37])[F:36])[CH:30]=2)[C:4]=1[CH3:39])#[N:2].FC(F)(F)C(O)=O>ClCCl>[C:1]([C:3]1[C@@H:8]([C:9]2[CH:14]=[CH:13][C:12]([C:15]#[N:16])=[CH:11][CH:10]=2)[N:7]2[N:17]=[C:18]([NH:20][CH2:21][C:22]([OH:24])=[O:23])[N:19]=[C:6]2[N:5]([C:29]2[CH:34]=[CH:33][CH:32]=[C:31]([C:35]([F:37])([F:38])[F:36])[CH:30]=2)[C:4]=1[CH3:39])#[N:2]. Procedure details: Under an atmosphere of argon protective gas, tert-butyl N-{(7R)-6-cyano-7-(4-cyanophenyl)-5-methyl-4-[3-(trifluoromethyl)phenyl]-4,7-dihydro[1,2,4]triazolo[1,5-a]pyrimidin-2-yl}glycinate (18.0 mg, 34 μmol) was dissolved in dry dichloromethane (3.1 ml). At room temperature, trifluoroacetic acid (1.6 ml) was added, and the mixture was stirred for 45 min. More trifluoroacetic acid (2 ml) was then added, and the mixture was stirred for a further 30 min. The reaction mixture was then concentrated und... The reactants are CC=1NC2=CC=C(C=C2C1)C (2,5-dimethyl indole), ClC1=CC=NC2=CC(=CC=C12)C (4-chloro-7-methyl-quinoline). Product: CC=1NC2=CC=C(C=C2C1C1=CC=NC2=CC(=CC=C12)C)C (4-(2,5-dimethyl-1H-indol-3-yl)-7-methyl-quinoline). RXN SMILES: [CH3:1][C:2]1[NH:3][C:4]2[C:9]([CH:10]=1)=[CH:8][C:7]([CH3:11])=[CH:6][CH:5]=2.Cl[C:13]1[C:22]2[C:17](=[CH:18][C:19]([CH3:23])=[CH:20][CH:21]=2)[N:16]=[CH:15][CH:14]=1>>[CH3:1][C:2]1[NH:3][C:4]2[C:9]([C:10]=1[C:13]1[C:22]3[C:17](=[CH:18][C:19]([CH3:23])=[CH:20][CH:21]=3)[N:16]=[CH:15][CH:14]=1)=[CH:8][C:7]([CH3:11])=[CH:6][CH:5]=2. Procedure: The sub-title compound was prepared by the method of Example 1 step a) using 2,5-dimethyl indole and 4-chloro-7-methyl-quinoline. The reactants are C=CCOc1cc(O)c(C(C)C)cc1C(=O)OC, CO, [K+], [OH-], O. Product: C=CCOc1cc(O)c(C(C)C)cc1C(=O)O. RXN SMILES: [CH2:3]([CH:4]=[CH2:5])[O:6][c:7]1[c:8]([C:9](=[O:10])[O:11][CH3:12])[cH:13][c:14]([CH:18]([CH3:19])[CH3:20])[c:15]([OH:17])[cH:16]1.[CH3:21][OH:22].[K+:2].[OH-:1].[OH2:23]>>[CH2:3]([CH:4]=[CH2:5])[O:6][c:7]1[c:8]([C:9](=[O:10])[OH:11])[cH:13][c:14]([CH:18]([CH3:19])[CH3:20])[c:15]([OH:17])[cH:16]1. The reactants are CCCCCN1C(=O)C(=O)c2ccc(OC)cc21, CC(C)(C)C(=O)NN. The product is CCCCCN1C(=O)C(=NNC(=O)C(C)(C)C)c2ccc(OC)cc21. RXN SMILES: [CH2:1]([CH2:2][CH2:3][CH2:4][CH3:5])[N:6]1[C:7](=[O:8])[C:9](=[O:10])[c:11]2[cH:12][cH:13][c:14]([O:17][CH3:18])[cH:15][c:16]21.[CH3:19][C:20]([C:21](=[O:22])[NH:23][NH2:24])([CH3:25])[CH3:26]>>[CH2:1]([CH2:2][CH2:3][CH2:4][CH3:5])[N:6]1[C:7](=[O:8])[C:9](=[N:24][NH:23][C:21]([C:20]([CH3:19])([CH3:25])[CH3:26])=[O:22])[c:11]2[cH:12][cH:13][c:14]([O:17][CH3:18])[cH:15][c:16]21. Procedure: A mixture of 0.8 g (4.1 mmol) of 2-bromoimidazo[1,2-a]pyridine, 0.8 g (4.2 mmol) of 4-chloro-2-fluoro-5-methoxyphenylboronic acid, and 0.2 g (0.28 mmol) of bis(triphenylphosphine)palladium(II) chloride were heated in 30 ml of glyme at reflux for 2 h. The reaction mixture was partitioned between 250 ml of ethyl acetate and 100 ml of water and the separated organic layer washed with brine and dried over magnesium sulfate. On evaporating in vacuo, the remaining residue was flash chromatographed on ... The yield is 61.7%. The reagents and catalysts are Cl[Pd]([P](C1=CC=CC=C1)(C2=CC=CC=C2)C3=CC=CC=C3)([P](C4=CC=CC=C4)(C5=CC=CC=C5)C6=CC=CC=C6)Cl (bis(triphenylphosphine)palladium(II) chloride). RXN SMILES: Br[C:2]1[N:3]=[C:4]2[CH:9]=[CH:8][CH:7]=[CH:6][N:5]2[CH:10]=1.[Cl:11][C:12]1[C:17]([O:18][CH3:19])=[CH:16][C:15](B(O)O)=[C:14]([F:23])[CH:13]=1>C(COC)OC.Cl[Pd](Cl)([P](C1C=CC=CC=1)(C1C=CC=CC=1)C1C=CC=CC=1)[P](C1C=CC=CC=1)(C1C=CC=CC=1)C1C=CC=CC=1>[Cl:11][C:12]1[C:17]([O:18][CH3:19])=[CH:16][C:15]([C:2]2[N:3]=[C:4]3[CH:9]=[CH:8][CH:7]=[CH:6][N:5]3[CH:10]=2)=[C:14]([F:23])[CH:13]=1 |^1:32,51|. Starting materials: BrC=1N=C2N(C=CC=C2)C1 (2-bromoimidazo[1,2-a]pyridine), ClC1=CC(=C(C=C1OC)B(O)O)F (4-chloro-2-fluoro-5-methoxyphenylboronic acid). The product is ClC1=CC(=C(C=C1OC)C=1N=C2N(C=CC=C2)C1)F (2-(4-chloro-2-fluoro-5-methoxyphenyl)-imidazo[1,2-a]pyridine). Solvent: C(OC)COC (glyme). Starting materials: Brc1ccc2ncnc(-c3cccs3)c2c1, O=S(=O)(O)Cl, O, O=S(Cl)Cl. The product is O=S(=O)(Cl)c1ccc(-c2ncnc3ccc(Br)cc23)s1. Reaction SMILES: [Br:10][c:11]1[cH:12][c:13]2[c:14](-[c:21]3[s:22][cH:23][cH:24][cH:25]3)[n:15][cH:16][n:17][c:18]2[cH:19][cH:20]1.[Cl:1][S:2](=[O:3])(=[O:4])[OH:5].[OH2:26].[S:6]([Cl:7])([Cl:8])=[O:9]>>[Cl:1][S:2](=[O:3])(=[O:5])[c:23]1[s:22][c:21](-[c:14]2[c:13]3[cH:12][c:11]([Br:10])[cH:20][cH:19][c:18]3[n:17][cH:16][n:15]2)[cH:25][cH:24]1.